Dataset: the Open Reaction Database (ORD), a public repository of structured organic reaction records. Task: describe an organic reaction: reactants, conditions, products, and yield The reactants are C1(C=CC(N1)=O)=O (maleimide), CC(C)(C)C1=CC=C(C=C)C=C1 (4-(2-methyl-2-propyl) styrene), N(=NC(C#N)(C)C)C(C#N)(C)C (azobisisobutyronitrile), C1(CCCCC1)=O (cyclohexanone). Run in O (water). Conditions: temperature 60 celsius. Yields the product C1(C=CC(N1)=O)=O.CC(C)(C)C1=CC=C(C=C)C=C1 (4-(2-methyl-2-propyl)styrene maleimide). Yield: 95.0%. As a reaction SMILES: [C:1]1(=[O:7])[NH:5][C:4](=[O:6])[CH:3]=[CH:2]1.[CH3:8][C:9]([C:12]1[CH:19]=[CH:18][C:15]([CH:16]=[CH2:17])=[CH:14][CH:13]=1)([CH3:11])[CH3:10].N(C(C)(C)C#N)=NC(C)(C)C#N.C1(=O)CCCCC1>O>[C:4]1(=[O:6])[NH:5][C:1](=[O:7])[CH:2]=[CH:3]1.[CH3:11][C:9]([C:12]1[CH:13]=[CH:14][C:15]([CH:16]=[CH2:17])=[CH:18][CH:19]=1)([CH3:8])[CH3:10] |f:5.6|. Reported procedure: Thus, 4 g of maleimide, 6.6 g of 4-(2-methyl-2-propyl) styrene (obtained from Polysciences, Inc.), 42 mg of azobisisobutyronitrile and 40 mL of cyclohexanone were mixed and deoxygenated with argon. This solution was heated in a sealed tube at 60° C. for 4 hours. The resulting polymer was isolated by pouring the polymer solution into cold water, filtering, washing and drying under vacuum. The dried polymer (yield 95% of theoretical) had a melting point of greater than 300° C. The 1H NMR spectrum ... The reactants are FC=1C=CC(=NC1)C1=NOC(=C1CO)C ([3-(5-fluoro-pyridin-2-yl)-5-methyl-isoxazol-4-yl]-methanol), COC(=O)C1=CC(NO1)=O (3-oxo-2,3-dihydro-isoxazole-5-carboxylic acid methyl ester), C1(=CC=CC=C1)P(C1=CC=CC=C1)C1=CC=CC=C1 (triphenylphosphine), N(=NC(=O)OCC)C(=O)OCC (diethyl azodicarboxylate). Run in C1CCOC1 (THF). Run at time 3 hour. Product: COC(=O)C1=CC(=NO1)OCC=1C(=NOC1C)C1=NC=C(C=C1)F (3-[3-(5-Fluoro-pyridin-2-yl)-5-methyl-isoxazol-4-ylmethoxy]-isoxazole-5-carboxylic acid methyl ester). Yield: 61.6%. As a reaction SMILES: [F:1][C:2]1[CH:3]=[CH:4][C:5]([C:8]2[C:12]([CH2:13][OH:14])=[C:11]([CH3:15])[O:10][N:9]=2)=[N:6][CH:7]=1.[CH3:16][O:17][C:18]([C:20]1[O:24][NH:23][C:22](=O)[CH:21]=1)=[O:19].C1(P(C2C=CC=CC=2)C2C=CC=CC=2)C=CC=CC=1.N(C(OCC)=O)=NC(OCC)=O>C1COCC1>[CH3:16][O:17][C:18]([C:20]1[O:24][N:23]=[C:22]([O:14][CH2:13][C:12]2[C:8]([C:5]3[CH:4]=[CH:3][C:2]([F:1])=[CH:7][N:6]=3)=[N:9][O:10][C:11]=2[CH3:15])[CH:21]=1)=[O:19]. Procedure: To a solution of [3-(5-fluoro-pyridin-2-yl)-5-methyl-isoxazol-4-yl]-methanol (438 mg, 2.1 mmol) in THF (10 mL) was added 3-oxo-2,3-dihydro-isoxazole-5-carboxylic acid methyl ester (300 mg, 2.1 mmol) and triphenylphosphine (658 mg, 2.1 mmol) at room temperature under an argon atmosphere. Then diethyl azodicarboxylate (˜40% in toluene, 1.1 mL, 2.5 mmol) was added and the reaction mixture was stirred for 3 h at room temperature. Concentration and purification by chromatography (silica, dichlorometh... The reactants are CN(S(=O)(=O)C1=C(C=C(N)C(=C1)[N+](=O)[O-])N1C=CC(C=C1)=O)C (4-dimethylsulfamoyl-3-(4-oxo-4H-pyridin-1-yl)-6-nitroaniline), O (water), Cl (hydrochloric acid). The reagents and catalysts are [Fe] (iron). Run in C(C)O (ethanol). Yields the product CN(S(=O)(=O)C1=CC(=C(C=C1N1C=CC(C=C1)=O)N)N)C (4-Dimethylsulfamoyl-5-(4-oxo-4H-pyridin-1-yl)-1,2-phenylenediamine). The yield is 95.1%. As a reaction SMILES: [CH3:1][N:2]([CH3:23])[S:3]([C:6]1[CH:12]=[C:11]([N+:13]([O-])=O)[C:9]([NH2:10])=[CH:8][C:7]=1[N:16]1[CH:21]=[CH:20][C:19](=[O:22])[CH:18]=[CH:17]1)(=[O:5])=[O:4].O.Cl>[Fe].C(O)C>[CH3:1][N:2]([CH3:23])[S:3]([C:6]1[C:7]([N:16]2[CH:17]=[CH:18][C:19](=[O:22])[CH:20]=[CH:21]2)=[CH:8][C:9]([NH2:10])=[C:11]([NH2:13])[CH:12]=1)(=[O:5])=[O:4]. Procedure details: First, a mixture containing 1.50 g of 4-dimethylsulfamoyl-3-(4-oxo-4H-pyridin-1-yl)-6-nitroaniline, 1.49 g of iron powder, 9 ml of water, 36 ml of ethanol, and 0.45 ml of 2N hydrochloric acid was refluxed by heating in an oil bath for 45 minutes. The subsequent processes were conducted in the same way as in Reference Example 3 to give crude crystals. The crude crystals were recrystallized with methanol/isopropanol to give 1.30 g of crystals of 4-dimethylsulfamoyl-5-(4-oxo-4H-pyridin-1-yl)-1,2-ph... Starting materials: [OH-].[Na+] (sodium hydroxide), C(C)(C)OC1=CC(=C(C(=O)OC)C=C1)OC (methyl 4-isopropoxy-2-methoxybenzoate), Cl (hydrochloric acid). Solvent: O1CCCC1 (tetrahydrofuran). Run at time 2 hour. The product is C(C)(C)OC1=CC(=C(C(=O)O)C=C1)OC (4-isopropoxy-2-methoxybenzoic acid). RXN SMILES: [CH:1]([O:4][C:5]1[CH:14]=[CH:13][C:8]([C:9]([O:11]C)=[O:10])=[C:7]([O:15][CH3:16])[CH:6]=1)([CH3:3])[CH3:2].[OH-].[Na+].Cl>O1CCCC1>[CH:1]([O:4][C:5]1[CH:14]=[CH:13][C:8]([C:9]([OH:11])=[O:10])=[C:7]([O:15][CH3:16])[CH:6]=1)([CH3:3])[CH3:2] |f:1.2|. Procedure details: A 3.20 g portion of methyl 4-isopropoxy-2-methoxybenzoate was dissolved in 20 ml of tetrahydrofuran, and 30 ml of 2N sodium hydroxide aqueous solution was added, followed by 2 hours of heating under reflux. After completion of the reaction, the reaction solution was poured into 1N hydrochloric acid aqueous solution, extracted with chloroform and dried over anhydrous sodium sulfate. Then, the solvent was evaporated under a reduced pressure to give 2.60 g of 4-isopropoxy-2-methoxybenzoic acid.